describe an organic reaction: reactants, conditions, products, and yield From a dataset of the Open Reaction Database (ORD), a public repository of structured organic reaction records. Starting materials: CCOC(=O)C(C)(C)Oc1ccc(OCCc2nc(-c3ccc(OC4CCCCC4)cc3)oc2C)cc1, CCO, [Na+], [OH-]. The product is Cc1oc(-c2ccc(OC3CCCCC3)cc2)nc1CCOc1ccc(OC(C)(C)C(=O)O)cc1. Reaction SMILES: [CH2:1]([CH3:2])[O:3][C:4]([C:5]([CH3:6])([CH3:7])[O:8][c:9]1[cH:10][cH:11][c:12]([O:15][CH2:16][CH2:17][c:18]2[n:19][c:20](-[c:24]3[cH:25][cH:26][c:27]([O:30][CH:31]4[CH2:32][CH2:33][CH2:34][CH2:35][CH2:36]4)[cH:28][cH:29]3)[o:21][c:22]2[CH3:23])[cH:13][cH:14]1)=[O:37].[CH3:40][CH2:41][OH:42].[Na+:39].[OH-:38]>>[O:3]=[C:4]([C:5]([CH3:6])([CH3:7])[O:8][c:9]1[cH:10][cH:11][c:12]([O:15][CH2:16][CH2:17][c:18]2[n:19][c:20](-[c:24]3[cH:25][cH:26][c:27]([O:30][CH:31]4[CH2:32][CH2:33][CH2:34][CH2:35][CH2:36]4)[cH:28][cH:29]3)[o:21][c:22]2[CH3:23])[cH:13][cH:14]1)[OH:37]. Starting materials: BrC=1C=CC=2N3C4=C(C=C(C=C4C2C1)O)C(C(=C3)CN3N=CN=C3)=O (10-bromo-2-hydroxy-5-(1H-1,2,4-triazole-1-ylmethyl)-4H-pyrido[3,2,1-jk]carbazole-4-one), C(C)(=O)OC(C)=O (acetic anhydride), C(C)O (ethanol). Run in N1=CC=CC=C1 (pyridine). Reaction conditions: time 3 hour. Yields the product C(C)(=O)OC=1C=C2C=3C=C(C=CC3N3C2=C(C1)C(C(=C3)CN3N=CN=C3)=O)Br (2-acetoxy-10-bromo-5-(1H-1,2,4-triazole-1-ylmethyl)-4H-pyrido[3,2,1-jk]carbazole-4-one). The yield is 72.0%. RXN SMILES: [Br:1][C:2]1[CH:3]=[CH:4][C:5]2[N:6]3[CH:18]=[C:17]([CH2:19][N:20]4[CH:24]=[N:23][CH:22]=[N:21]4)[C:16](=[O:25])[C:8]4[CH:9]=[C:10]([OH:15])[CH:11]=[C:12]([C:13]=2[CH:14]=1)[C:7]3=4.[C:26](OC(=O)C)(=[O:28])[CH3:27].C(O)C>N1C=CC=CC=1>[C:26]([O:15][C:10]1[CH:11]=[C:12]2[C:7]3=[C:8]([C:16](=[O:25])[C:17]([CH2:19][N:20]4[CH:24]=[N:23][CH:22]=[N:21]4)=[CH:18][N:6]3[C:5]3[CH:4]=[CH:3][C:2]([Br:1])=[CH:14][C:13]2=3)[CH:9]=1)(=[O:28])[CH3:27]. Reported procedure: 10-bromo-2-hydroxy-5-(1H-1,2,4-triazole-1-ylmethyl)-4H-pyrido[3,2,1-jk]carbazole-4-one (30 mg) obtained in Example 96 was suspended in pyridine (0.8 ml), and acetic anhydride (0.021 ml) was added, and the mixture was stirred at room temperature for 3 hours. After adding dropwise a small amount of ethanol to the reaction mixture, the solvent was evaporated under reduced pressure. The residue was washed with ethanol and ether in succession to obtain the title compound (24 mg, 72%). As a reaction SMILES: [O:1]=[CH:2][CH:3]([C:6]1[CH:11]=[CH:10][CH:9]=[C:8]([O:12][C:13]2[CH:18]=[CH:17][CH:16]=[CH:15][CH:14]=2)[CH:7]=1)[C:4]#[N:5].C([BH3-])#N.[Na+]>C(O)C.C(O)(=O)C>[OH:1][CH2:2][CH:3]([C:6]1[CH:11]=[CH:10][CH:9]=[C:8]([O:12][C:13]2[CH:18]=[CH:17][CH:16]=[CH:15][CH:14]=2)[CH:7]=1)[C:4]#[N:5] |f:1.2|. Product: OCC(C#N)C1=CC(=CC=C1)OC1=CC=CC=C1 (3-hydroxy-2-(3-phenoxyphenyl)propanenitrile). Solvent: C(C)(=O)O (acetic acid), C(C)O (ethanol). Reported procedure: A 175 mg (0.738 mmol) sample of the above 3-oxo-2-(3-phenoxyphenyl)propanenitrile was reduced using sodium cyanoborohydride (51 mg, 0.81 mmol) in ethanol (1.25 mL) and acetic acid (90 μL) using the procedure described in Example 17 to give 158 mg (89% yield) of 3-hydroxy-2-(3-phenoxyphenyl)propanenitrile as a pale yellow viscous oil. Starting materials: O=CC(C#N)C1=CC(=CC=C1)OC1=CC=CC=C1 (3-oxo-2-(3-phenoxyphenyl)propanenitrile), C(#N)[BH3-].[Na+] (sodium cyanoborohydride). The yield is 89.0%. The reactants are C1COCCO1, COc1ccc(C)cc1O, CC(C)(C)[O-], CS(C)=O, [O-][n+]1nc(Cl)ccc1Cl, [K+], O. Yields the product COc1ccc(C)cc1Oc1ccc(Cl)[n+]([O-])n1. Reaction SMILES: [CH2:27]1[O:28][CH2:29][CH2:30][O:31][CH2:32]1.[CH3:17][O:18][c:19]1[c:20]([OH:26])[cH:21][c:22]([CH3:25])[cH:23][cH:24]1.[CH3:1][C:2]([CH3:3])([O-:4])[CH3:5].[CH3:33][S:34]([CH3:35])=[O:36].[Cl:7][c:8]1[n:9][n+:10]([O-:15])[c:11]([Cl:14])[cH:12][cH:13]1.[K+:6].[OH2:16]>>[c:8]1([O:26][c:20]2[c:19]([O:18][CH3:17])[cH:24][cH:23][c:22]([CH3:25])[cH:21]2)[n:9][n+:10]([O-:15])[c:11]([Cl:14])[cH:12][cH:13]1. Reactants: COC(=O)C=CCBr, Cc1cc(OCc2ccc(F)cc2F)c(Br)c(=O)[nH]1, C1CCOC1, [H-], [Na+]. The product is COC(=O)C=CCn1c(C)cc(OCc2ccc(F)cc2F)c(Br)c1=O. Reaction SMILES: [Br:22][CH2:23][CH:24]=[CH:25][C:26](=[O:27])[O:28][CH3:29].[Br:3][c:4]1[c:5](=[O:21])[nH:6][c:7]([CH3:20])[cH:8][c:9]1[O:10][CH2:11][c:12]1[c:13]([F:19])[cH:14][c:15]([F:18])[cH:16][cH:17]1.[CH2:30]1[O:31][CH2:32][CH2:33][CH2:34]1.[H-:2].[Na+:1]>>[Br:3][c:4]1[c:5](=[O:21])[n:6]([CH2:23][CH:24]=[CH:25][C:26](=[O:27])[O:28][CH3:29])[c:7]([CH3:20])[cH:8][c:9]1[O:10][CH2:11][c:12]1[c:13]([F:19])[cH:14][c:15]([F:18])[cH:16][cH:17]1.